From a dataset of the Open Reaction Database (ORD), a public repository of structured organic reaction records. describe an organic reaction: reactants, conditions, products, and yield Reactants: CC(C)(C)c1ccc(COc2ccc(-c3ccc(OC(F)(F)F)cc3)cc2C=O)cc1, CCOP(=O)(CC#N)OCC, Cl, [Li+], C1CCOC1, [OH-]. Yields the product CC(C)(C)c1ccc(COc2ccc(-c3ccc(OC(F)(F)F)cc3)cc2C=CC#N)cc1. Reaction SMILES: [C:14]([CH3:15])([CH3:16])([CH3:17])[c:18]1[cH:19][cH:20][c:21]([CH2:22][O:23][c:24]2[c:25]([CH:41]=[O:42])[cH:26][c:27](-[c:30]3[cH:31][cH:32][c:33]([O:36][C:37]([F:38])([F:39])[F:40])[cH:34][cH:35]3)[cH:28][cH:29]2)[cH:43][cH:44]1.[C:3](#[N:4])[CH2:5][P:6](=[O:7])([O:8][CH2:9][CH3:10])[O:11][CH2:12][CH3:13].[ClH:45].[Li+:1].[O:46]1[CH2:47][CH2:48][CH2:49][CH2:50]1.[OH-:2]>>[C:3](#[N:4])[CH:5]=[CH:41][c:25]1[c:24]([O:23][CH2:22][c:21]2[cH:20][cH:19][c:18]([C:14]([CH3:15])([CH3:16])[CH3:17])[cH:44][cH:43]2)[cH:29][cH:28][c:27](-[c:30]2[cH:31][cH:32][c:33]([O:36][C:37]([F:38])([F:39])[F:40])[cH:34][cH:35]2)[cH:26]1. Reaction SMILES: Cl.[Cl:2][C:3]1[CH:8]=[CH:7][CH:6]=[CH:5][C:4]=1[NH:9][C:10]([C:12]1[S:16][C:15]2=[N:17][CH2:18][CH2:19][N:14]2[C:13]=1[CH3:20])=[O:11]>O>[Cl:2][C:3]1[CH:8]=[CH:7][CH:6]=[CH:5][C:4]=1[NH:9][C:10]([C:12]1[S:16][C:15]2=[N:17][CH2:18][CH2:19][N:14]2[C:13]=1[CH3:20])=[O:11] |f:0.1|. The product is ClC1=C(C=CC=C1)NC(=O)C1=C(N2C(S1)=NCC2)C (2-(2-chlorophenylcarbamoyl)-3-methyl-5,6-dihydro-imidazo [2,1-b] thiazole). The reactants are Cl.ClC1=C(C=CC=C1)NC(=O)C1=C(N2C(S1)=NCC2)C (2-(2-chlorophenylcarbamoyl)-3-methyl-5,6-dihydro-imidazo [2,1-b] thiazole hydrochloride), Cl.ClC1=C(C=CC=C1)NC(=O)C1=C(N2C(S1)=NCC2)C (2-(2-chlorophenylcarbamoyl)-3-methyl-5,6-dihydro-imidazo [2,1-b] thiazole hydrochloride). Procedure details: 2-(2-chlorophenylcarbamoyl)-3-methyl-5,6-dihydro-imidazo [2,1-b] thiazole hydrochloride (compound 4) (8.2 g, 0.025M) was dissolved in water (250 ml) and the insolubes were removed by filtration. To the solution was added 5% sodium hydroxide solution with stirring until an alkaline pH (pH 9-11) was reached. The precipitated crystals were filtered, washed and dried to obtain compound 3 as white powdery crystals. (7.2 g, yield: 98.2%). Yield: 98.2%. The solvent is O (water). The yield is 72.7%. Procedure: 29.2 Parts of α-methyl-1-(phenylmethyl)-4-piperidineacetonitrile monohydrochloride were added portionwise to 166 parts of a sulfuric acid solution 70%. Upon complete addition, stirring was continued for 6 hours at about 150° C. After cooling, 240 parts of ethanol were added and the whole was stirred and refluxed overnight. The reaction mixture was cooled, poured into crushed ice and treated with ammonium hydroxide. The product was extracted with dichloromethane. Th extract was dried, filtered an... Reaction SMILES: Cl.[CH3:2][CH:3]([CH:6]1[CH2:11][CH2:10][N:9]([CH2:12][C:13]2[CH:18]=[CH:17][CH:16]=[CH:15][CH:14]=2)[CH2:8][CH2:7]1)[C:4]#N.S(=O)(=O)(O)O.[OH-:24].[NH4+].[CH2:26]([OH:28])[CH3:27]>>[CH3:2][CH:3]([CH:6]1[CH2:11][CH2:10][N:9]([CH2:12][C:13]2[CH:18]=[CH:17][CH:16]=[CH:15][CH:14]=2)[CH2:8][CH2:7]1)[C:4]([O:28][CH2:26][CH3:27])=[O:24] |f:0.1,3.4|. Reactants: [OH-].[NH4+] (ammonium hydroxide), Cl.CC(C#N)C1CCN(CC1)CC1=CC=CC=C1 (α-methyl-1-(phenylmethyl)-4-piperidineacetonitrile monohydrochloride), S(O)(O)(=O)=O (sulfuric acid), C(C)O (ethanol). Reaction conditions: time 6 hour. The product is 22, CC(C(=O)OCC)C1CCN(CC1)CC1=CC=CC=C1 (ethyl α-methyl-1-(phenylmethyl)-4-piperidineacetate). Reactants: CC1=C(C=C(C(=C1)NC1=NC=C(C(=N1)NC1=NNC(=C1)C)C(F)(F)F)C)C1CCC(CC1)=O (4-(2,5-dimethyl-4-(4-(5-methyl-1H-pyrazol-3-ylamino)-5-(trifluoromethyl)pyrimidin-2-ylamino)phenyl)cyclohexanone), N1CCOCC1 (morpholine), C(C)(=O)O (acetic acid), C(#N)[BH3-].[Na+] (Sodium cyanoborohydride). Conditions: time 1 hour. The product is CC1=C(C=C(C(=C1)[C@@H]1CC[C@@H](CC1)N1CCOCC1)C)NC1=NC=C(C(=N1)NC1=NNC(=C1)C)C(F)(F)F (N2-(2,5-dimethyl-4-(cis-4-morpholinocyclohexyl)phenyl)-N4-(5-methyl-1H-pyrazol-3-yl)-5-(trifluoromethyl)pyrimidine-2,4-diamine). RXN SMILES: [CH3:1][C:2]1[CH:7]=[C:6]([NH:8][C:9]2[N:14]=[C:13]([NH:15][C:16]3[CH:20]=[C:19]([CH3:21])[NH:18][N:17]=3)[C:12]([C:22]([F:25])([F:24])[F:23])=[CH:11][N:10]=2)[C:5]([CH3:26])=[CH:4][C:3]=1[CH:27]1[CH2:32][CH2:31][C:30](=O)[CH2:29][CH2:28]1.[NH:34]1[CH2:39][CH2:38][O:37][CH2:36][CH2:35]1.C(O)(=O)C.C([BH3-])#N.[Na+]>>[CH3:26][C:5]1[CH:4]=[C:3]([C@H:27]2[CH2:32][CH2:31][C@@H:30]([N:34]3[CH2:39][CH2:38][O:37][CH2:36][CH2:35]3)[CH2:29][CH2:28]2)[C:2]([CH3:1])=[CH:7][C:6]=1[NH:8][C:9]1[N:14]=[C:13]([NH:15][C:16]2[CH:20]=[C:19]([CH3:21])[NH:18][N:17]=2)[C:12]([C:22]([F:23])([F:24])[F:25])=[CH:11][N:10]=1 |f:3.4|. Procedure: A mixture of 4-(2,5-dimethyl-4-(4-(5-methyl-1H-pyrazol-3-ylamino)-5-(trifluoromethyl)pyrimidin-2-ylamino)phenyl)cyclohexanone (40 mg, 0.087 mmol), morpholine (15 μL, 0.174 mmol) and acetic acid (75 μL, 0.13 mmol) was stirred at room temperature for 1 h. Sodium cyanoborohydride (8.2 mg, 0.13 mmol) was added to the reaction and the reaction mixture was stirred overnight. The mixture was concentrated and purified by silica chromatography (MeOH/DCM 8:92) to afford N2-(2,5-dimethyl-4-(cis-4-morpholin... Starting materials: CC(=O)CC(C)(C)O.OCC(=O)[C@@H](O)[C@H](O)[C@@H](O)CO (diacetone L-sorbose), Cl[O-].[Na+] (sodium hypochlorite). The reagents and catalysts are [Ni](Cl)Cl (nickel chloride). The solvent is O (water). Reaction conditions: time 60 minute. Yields the product CC(=O)CC(C)(C)O.C([C@@H]([C@H]([C@@H](C(=O)C(=O)O)O)O)O)O (diacetone 2-keto-L-gulonic acid). RXN SMILES: [CH3:1][C:2]([CH2:4][C:5]([OH:8])([CH3:7])[CH3:6])=[O:3].[OH:9][CH2:10][C:11]([C@H:13]([C@@H:15]([C@H:17]([CH2:19][OH:20])[OH:18])[OH:16])[OH:14])=[O:12].Cl[O-].[Na+]>O.[Ni](Cl)Cl>[CH3:1][C:2]([CH2:4][C:5]([OH:8])([CH3:7])[CH3:6])=[O:3].[CH2:19]([OH:20])[C@H:17]([OH:18])[C@@H:15]([OH:16])[C@H:13]([OH:14])[C:11]([C:10]([OH:3])=[O:9])=[O:12] |f:0.1,2.3,6.7|. Reported procedure: For a comparison, the same reaction vessel as above the inside of which was under atmospheric pressure was placed in water at 75° C., and the aqueous solutions of diacetone-L-sorbose, nickel chloride and sodium hypochlorite were fed into the reaction vessel in the same manner as above. The reaction temperature was found to rise temporarily to 85°-90° C., and then lowered to 75 ° C. The reaction concluded in 60 minutes. The resultant reaction mixture was worked up in the same manner as above, to ...